Dataset: the Open Reaction Database (ORD), a public repository of structured organic reaction records. Task: describe an organic reaction: reactants, conditions, products, and yield The reactants are ClCCl, CC(C)(ON1C(=O)c2ccccc2C1=O)C(=O)OCc1ccc([N+](=O)[O-])cc1, NN, O. Reaction SMILES: [CH2:32]([Cl:33])[Cl:34].[CH3:1][C:2]([CH3:3])([C:4](=[O:5])[O:6][CH2:7][c:8]1[cH:9][cH:10][c:11]([N+:14](=[O:15])[O-:16])[cH:12][cH:13]1)[O:17][N:18]1[C:19](=[O:20])[c:21]2[cH:22][cH:23][cH:24][cH:25][c:26]2[C:27]1=[O:28].[NH2:30][NH2:31].[OH2:29]>>[CH3:1][C:2]([CH3:3])([C:4](=[O:5])[O:6][CH2:7][c:8]1[cH:9][cH:10][c:11]([N+:14](=[O:15])[O-:16])[cH:12][cH:13]1)[O:17][NH2:18]. The product is CC(C)(ON)C(=O)OCc1ccc([N+](=O)[O-])cc1. Starting materials: O=C([O-])[O-], CCOC(C)=O, CC#N, CC(C)c1nc2ccccc2n1-c1nc(N2CCOCC2)c2nc(C3(O)CCCNC3)n(C)c2n1, CC(C)I, Cl, [K+], [K+], CN(C)C=O. Yields the product CC(C)c1nc2ccccc2n1-c1nc(N2CCOCC2)c2nc(C3(O)CCCN(C)C3)n(C)c2n1. RXN SMILES: [C:41](=[O:42])([O-:43])[O-:44].[CH3:47][CH2:48][O:49][C:50](=[O:51])[CH3:52].[CH3:53][C:54]#[N:55].[CH:2]([CH3:3])([CH3:4])[c:5]1[n:6][c:7]2[c:8]([n:9]1-[c:10]1[n:11][c:12]([N:27]3[CH2:28][CH2:29][O:30][CH2:31][CH2:32]3)[c:13]3[n:14][c:15]([C:20]4([OH:26])[CH2:21][NH:22][CH2:23][CH2:24][CH2:25]4)[n:16]([CH3:19])[c:17]3[n:18]1)[cH:33][cH:34][cH:35][cH:36]2.[CH:37]([I:38])([CH3:39])[CH3:40].[ClH:1].[K+:45].[K+:46].[O:56]=[CH:57][N:58]([CH3:59])[CH3:60]>>[CH:2]([CH3:3])([CH3:4])[c:5]1[n:6][c:7]2[c:8]([n:9]1-[c:10]1[n:11][c:12]([N:27]3[CH2:28][CH2:29][O:30][CH2:31][CH2:32]3)[c:13]3[n:14][c:15]([C:20]4([OH:26])[CH2:21][N:22]([CH3:37])[CH2:23][CH2:24][CH2:25]4)[n:16]([CH3:19])[c:17]3[n:18]1)[cH:33][cH:34][cH:35][cH:36]2. Starting materials: [NH4+].[OH-] (NH4OH), ClC=1C=C(C=CC1)C1=CC(=NC2=CC=C(C=C12)C(=O)C1=COC=C1)OC ([4-(3-chlorophenyl)-2-methoxy-6-quinolinyl]-3-furanyl-methanone), ice water, Cl (HCl). The solvent is C1CCOC1 (THF). Yields the product ClC=1C=C(C=CC1)C1=CC(NC2=CC=C(C=C12)C(=O)C1=COC=C1)=O (4-(3-chlorophenyl)-6-(3-furanylcarbonyl)-2(1H)-quinolinone). Yield: 98.7%. As a reaction SMILES: [Cl:1][C:2]1[CH:3]=[C:4]([C:8]2[C:17]3[C:12](=[CH:13][CH:14]=[C:15]([C:18]([C:20]4[CH:24]=[CH:23][O:22][CH:21]=4)=[O:19])[CH:16]=3)[N:11]=[C:10]([O:25]C)[CH:9]=2)[CH:5]=[CH:6][CH:7]=1.Cl.[NH4+].[OH-]>C1COCC1>[Cl:1][C:2]1[CH:3]=[C:4]([C:8]2[C:17]3[C:12](=[CH:13][CH:14]=[C:15]([C:18]([C:20]4[CH:24]=[CH:23][O:22][CH:21]=4)=[O:19])[CH:16]=3)[NH:11][C:10](=[O:25])[CH:9]=2)[CH:5]=[CH:6][CH:7]=1 |f:2.3|. Procedure details: A mixture of (intermediate 25) (0.0434 mol) in THF (160 ml) and HCl 3N (160 ml) was stirred and refluxed overnight. The mixture was poured out into ice water and alkalized with a concentrated NH4OH solution. The precipitate was filtered off, washed with water and dried, yielding 15 g (98.7%) of 4-(3-chlorophenyl)-6-(3-furanylcarbonyl)-2(1H)-quinolinone (intermediate 26), melting point >250° C.